This data is from the Open Reaction Database (ORD), a public repository of structured organic reaction records. The task is: describe an organic reaction: reactants, conditions, products, and yield Reported procedure: A solution of lithium n-butyltellurolate (10.5 mmol, n-BuTeLi), generated in situ from n-butyllithium (4.2 ml of 2.5 M solution in hexane, 10.5 mmol) and Te powder (1.34 g, 10.5 mmol) in tetrahydrofuran (10 ml) at 0° C., is treated with a solution of 3-phenoxy-4-fluorobenzyl bromide (2.81 g, 10 mmol) in tetrahydrofuran (10 ml) at 0° C., stirred for 30 minutes, cooled to −78° C., treated with a solution of n-butyllithium (4.2 ml of 2.5 M solution in hexane, 10.5 mmol), stirred for 30 minutes at −... Reaction SMILES: C([Li])CCC.[O:6]([C:13]1[CH:14]=[C:15]([CH:18]=[CH:19][C:20]=1[F:21])[CH2:16]Br)[C:7]1[CH:12]=[CH:11][CH:10]=[CH:9][CH:8]=1.[Cl:22][C:23]1[CH:36]=[CH:35][C:26]([C:27]([CH:32]2[CH2:34][CH2:33]2)=[C:28]([F:31])[CH:29]=[O:30])=[CH:25][CH:24]=1>O1CCCC1>[Cl:22][C:23]1[CH:24]=[CH:25][C:26]([C:27]([CH:32]2[CH2:34][CH2:33]2)=[C:28]([F:31])[CH:29]([OH:30])[CH2:16][C:15]2[CH:18]=[CH:19][C:20]([F:21])=[C:13]([O:6][C:7]3[CH:12]=[CH:11][CH:10]=[CH:9][CH:8]=3)[CH:14]=2)=[CH:35][CH:36]=1. Run in O1CCCC1 (tetrahydrofuran), O1CCCC1 (tetrahydrofuran), O1CCCC1 (tetrahydrofuran). Yield: 82.0%. Starting materials: ClC1=CC=C(C(=C(C=O)F)C2CC2)C=C1 (p-chloro-β-cyclopropyl-α-fluorocinnamaldehyde), C(CCC)[Li] (n-butyllithium), Te, lithium n-butyltellurolate, O(C1=CC=CC=C1)C=1C=C(CBr)C=CC1F (3-phenoxy-4-fluorobenzyl bromide), C(CCC)[Li] (n-butyllithium). Yields the product ethyl acetate hexanes, ClC1=CC=C(C=C1)C(=C(C(CC1=CC(=C(C=C1)F)OC1=CC=CC=C1)O)F)C1CC1 (1-(p-Chlorophenyl)-1-cyclopropyl-2-fluoro-4-(4-fluoro-3-phenoxyphenyl)-1-buten-3-ol). Reaction conditions: temperature -78 celsius, time 30 minute. Starting materials: C(CCl)OCCCl (2,2'-dichlorodiethylether), N1CCOCC1 (morpholine). The product is [Cl-].C1COCC[N+]12CCOCC2 (3,9-dioxa-6-azoniaspiro [5.5] undecane chloride). RXN SMILES: [CH2:1]([O:4][CH2:5][CH2:6]Cl)[CH2:2][Cl:3].[NH:8]1[CH2:13][CH2:12][O:11][CH2:10][CH2:9]1>>[Cl-:3].[CH2:2]1[N+:8]2([CH2:13][CH2:12][O:11][CH2:10][CH2:9]2)[CH2:6][CH2:5][O:4][CH2:1]1 |f:2.3|. Procedure details: In a preferred embodiment, 2,2'-dichlorodiethylether was reacted with morpholine to form 3,9-dioxa-6-azoniaspiro [5.5] undecane chloride as the intermediate. The reactants are ClC1=CC(=C(C=O)C=C1)C (4-chloro-2-methylbenzaldehyde), CC1(OC(=O)CC(=O)O1)C (Meldrum's acid), N1C(C(=O)O)CCC1 (D,L-proline), CSCC=1C=CC=C2C=CNC12 (7-[(Methylsulfanyl)methyl]-1H-indole). The reagents and catalysts are [Cu] (copper). Run in C(C)#N (acetonitrile), C(C)O (ethanol), N1=CC=CC=C1 (pyridine). Run at time 8 hour. Product: ClC1=CC(=C(C=C1)C(CC(=O)OCC)C1=CNC2=C(C=CC=C12)CSC)C (Ethyl 3-(4-chloro-2-methylphenyl)-3-{7-[(methylsulfanyl)methyl]-1H-indol-3-yl}propanoate). As a reaction SMILES: [Cl:1][C:2]1[CH:9]=[CH:8][C:5]([CH:6]=O)=[C:4]([CH3:10])[CH:3]=1.C[C:12]1([CH3:20])[O:19][C:17](=[O:18])[CH2:16]C(=O)O1.N1CCCC1C(O)=O.[CH3:29][S:30][CH2:31][C:32]1[CH:33]=[CH:34][CH:35]=[C:36]2[C:40]=1[NH:39][CH:38]=[CH:37]2>C(#N)C.[Cu].C(O)C.N1C=CC=CC=1>[Cl:1][C:2]1[CH:9]=[CH:8][C:5]([CH:6]([C:37]2[C:36]3[C:40](=[C:32]([CH2:31][S:30][CH3:29])[CH:33]=[CH:34][CH:35]=3)[NH:39][CH:38]=2)[CH2:16][C:17]([O:19][CH2:12][CH3:20])=[O:18])=[C:4]([CH3:10])[CH:3]=1. Procedure details: 1.44 g (9.31 mmol) of 4-chloro-2-methylbenzaldehyde, 1.34 g (9.31 mmol) of Meldrum's acid and 48.7 mg (0.42 mmol) of D,L-proline were added to a solution of 1.50 g (8.46 mmol) of the compound from Example 8A in 70 ml of acetonitrile. The reaction mixture was stirred at RT overnight. It was concentrated, and the residue was taken up in ethyl acetate, washed with saturated aqueous sodium bicarbonate solution, water and saturated aqueous sodium chloride solution, dried over magnesium sulfate, filte...